From a dataset of the Open Reaction Database (ORD), a public repository of structured organic reaction records. describe an organic reaction: reactants, conditions, products, and yield Reactants: CN, CCCN1CCCC2Cc3nc(Cl)ccc3CC21, Cl, Cl, [Na+], [OH-], O. Product: CCCN1CCCC2Cc3nc(NC)ccc3CC21. Reaction SMILES: [CH3:21][NH2:22].[Cl:2][c:3]1[cH:4][cH:5][c:6]2[c:7]([n:19]1)[CH2:8][CH:9]1[CH2:10][CH2:11][CH2:12][N:13]([CH2:16][CH2:17][CH3:18])[CH:14]1[CH2:15]2.[ClH:1].[ClH:20].[Na+:24].[OH-:23].[OH2:25]>>[c:3]1([NH:22][CH3:21])[cH:4][cH:5][c:6]2[c:7]([n:19]1)[CH2:8][CH:9]1[CH2:10][CH2:11][CH2:12][N:13]([CH2:16][CH2:17][CH3:18])[CH:14]1[CH2:15]2. Reactants: [OH-].[Na+] (sodium hydroxide), COC(=O)C1=C(C2=C(N=CN=C2NC2=C(C=C(C=C2)F)O[C@@H]2[C@H](CCCC2)O)S1)C (4-[4-Fluoro-2-((1S,2S)-2-hydroxy-cyclohexyloxy)-phenylamino]-5-methyl-thieno[2,3-d]pyrimidine-6-carboxylic acid methyl ester), Cl (HCl). Solvent: O (water), CO.C1CCOC1 (methanol THF). Run at time 3 hour. Product: FC1=CC(=C(C=C1)NC=1C2=C(N=CN1)SC(=C2C)C(=O)O)O[C@@H]2[C@H](CCCC2)O (4-[4-Fluoro-2-((1S,2S)-2-hydroxy-cyclohexyloxy)-phenylamino]-5-methyl-thieno[2,3-d]pyrimidine-6-carboxylic acid). As a reaction SMILES: [OH-].[Na+].C[O:4][C:5]([C:7]1[S:31][C:10]2[N:11]=[CH:12][N:13]=[C:14]([NH:15][C:16]3[CH:21]=[CH:20][C:19]([F:22])=[CH:18][C:17]=3[O:23][C@H:24]3[CH2:29][CH2:28][CH2:27][CH2:26][C@@H:25]3[OH:30])[C:9]=2[C:8]=1[CH3:32])=[O:6].Cl>CO.C1COCC1.O>[F:22][C:19]1[CH:20]=[CH:21][C:16]([NH:15][C:14]2[C:9]3[C:8]([CH3:32])=[C:7]([C:5]([OH:6])=[O:4])[S:31][C:10]=3[N:11]=[CH:12][N:13]=2)=[C:17]([O:23][C@H:24]2[CH2:29][CH2:28][CH2:27][CH2:26][C@@H:25]2[OH:30])[CH:18]=1 |f:0.1,4.5|. Procedure details: 5 ml sodium hydroxide solution (4M) was added to a mixture of 2.960 g 4-[4-Fluoro-2-((1S,2S)-2-hydroxy-cyclohexyloxy)-phenylamino]-5-methyl-thieno[2,3-d]pyrimidine-6-carboxylic acid methyl ester (cpd. 51.1) in 60 ml methanol/THF (1:1). The reaction mixture was stirred at rt for 3 hours, then acidified with aq. HCl and diluted with water. The mixture was filtered and the filtercake was dried. Starting materials: ClC1=C(C#N)C=CC(=C1)N([C@@H]1CN(C(C1)=O)CC=O)CC1=C(C=CC=C1)C (2-Chloro-4-{[(2-methylphenyl)methyl][(3S)-5-oxo-1-(2-oxoethyl)-3-pyrrolidinyl]amino}benzonitrile), [BH4-].[Na+] (NaBH4). Solvent: C1CCOC1 (THF). Conditions: time 2 hour. Product: ClC1=C(C#N)C=CC(=C1)N(CC1=C(C=CC=C1)C)[C@@H]1CN(C(C1)=O)CCO (2-Chloro-4-{[(3S)-1-(2-hydroxyethyl)-5-oxo-3-pyrrolidinyl][(2-methylphenyl)methyl]amino}benzonitrile). Yield: 33.0%. As a reaction SMILES: [Cl:1][C:2]1[CH:9]=[C:8]([N:10]([CH2:20][C:21]2[CH:26]=[CH:25][CH:24]=[CH:23][C:22]=2[CH3:27])[C@H:11]2[CH2:15][C:14](=[O:16])[N:13]([CH2:17][CH:18]=[O:19])[CH2:12]2)[CH:7]=[CH:6][C:3]=1[C:4]#[N:5].[BH4-].[Na+]>C1COCC1>[Cl:1][C:2]1[CH:9]=[C:8]([N:10]([C@H:11]2[CH2:15][C:14](=[O:16])[N:13]([CH2:17][CH2:18][OH:19])[CH2:12]2)[CH2:20][C:21]2[CH:26]=[CH:25][CH:24]=[CH:23][C:22]=2[CH3:27])[CH:7]=[CH:6][C:3]=1[C:4]#[N:5] |f:1.2|. Procedure: 2-Chloro-4-{[(2-methylphenyl)methyl][(3S)-5-oxo-1-(2-oxoethyl)-3-pyrrolidinyl]amino}benzonitrile from the previous step was dissolved in THF, and NaBH4 (1.2 eq) was added. After stirring at room temperature for 2 h, the reaction mixture was quenched with H2O and extracted three times with ethyl acetate (5 mL). The organics were dried over anhydrous MgSO4 and concentrated to give the titled compound as white solid (3.5 g, 33% for two steps). LC-MS (ES) m/e 384.6 (M+H)+. The reactants are [BH4-], O=C([O-])O, CCOCC, [Cl-], [Cl-], Cl, [Na+], [Na+], O=C(OCc1ccccc1)C(Cc1cccc(OC(F)(F)C(F)F)c1)C(=O)c1ccc(Oc2cccnc2)cc1, O, [Zn+2]. RXN SMILES: [BH4-:1].[C:44](=[O:45])([O-:46])[OH:47].[CH3:49][CH2:50][O:51][CH2:52][CH3:53].[Cl-:54].[Cl-:56].[ClH:43].[Na+:2].[Na+:48].[O:3]=[C:4]([CH:5]([C:6](=[O:7])[O:8][CH2:9][c:10]1[cH:11][cH:12][cH:13][cH:14][cH:15]1)[CH2:16][c:17]1[cH:18][c:19]([O:23][C:24]([CH:25]([F:26])[F:27])([F:28])[F:29])[cH:20][cH:21][cH:22]1)[c:30]1[cH:31][cH:32][c:33]([O:36][c:37]2[cH:38][n:39][cH:40][cH:41][cH:42]2)[cH:34][cH:35]1.[OH2:57].[Zn+2:55]>>[OH:3][CH:4]([CH:5]([C:6](=[O:7])[O:8][CH2:9][c:10]1[cH:11][cH:12][cH:13][cH:14][cH:15]1)[CH2:16][c:17]1[cH:18][c:19]([O:23][C:24]([CH:25]([F:26])[F:27])([F:28])[F:29])[cH:20][cH:21][cH:22]1)[c:30]1[cH:31][cH:32][c:33]([O:36][c:37]2[cH:38][n:39][cH:40][cH:41][cH:42]2)[cH:34][cH:35]1. Yields the product O=C(OCc1ccccc1)C(Cc1cccc(OC(F)(F)C(F)F)c1)C(O)c1ccc(Oc2cccnc2)cc1. The reactants are CS(C)=O, N#Cc1cccc(CCl)c1, COc1c(F)ccc2[nH]nc(N)c12, [K+], [OH-], O. Yields the product COc1c(F)ccc2c1c(N)nn2Cc1cccc(C#N)c1. Reaction SMILES: [CH3:3][S:4]([CH3:5])=[O:6].[Cl:20][CH2:21][c:22]1[cH:23][c:24]([C:25]#[N:26])[cH:27][cH:28][cH:29]1.[F:7][c:8]1[c:9]([O:18][CH3:19])[c:10]2[c:11]([NH2:17])[n:12][nH:13][c:14]2[cH:15][cH:16]1.[K+:2].[OH-:1].[OH2:30]>>[F:7][c:8]1[c:9]([O:18][CH3:19])[c:10]2[c:11]([NH2:17])[n:12][n:13]([CH2:21][c:22]3[cH:23][c:24]([C:25]#[N:26])[cH:27][cH:28][cH:29]3)[c:14]2[cH:15][cH:16]1. Reactants: OC1=CC=2C=3C4=C(C(=CC3NC2C=C1)I)C(NC4=O)=O (9-hydroxy-4-iodopyrrolo[3,4-c]carbazole-1,3(2H,6H)-dione), COC1=C(C(=CC=C1)OC)B(O)O (2,6-dimethoxybenzeneboronic acid). Product: COC1=C(C(=CC=C1)OC)C1=CC=2NC=3C=CC(=CC3C2C2=C1C(NC2=O)=O)O (4-(2,6-dimethoxyphenyl)-9-hydroxypyrrolo[3,4-c]carbazole-1,3(2H,6H)-dione). Isolated yield 43.0%. As a reaction SMILES: [OH:1][C:2]1[CH:14]=[CH:13][C:12]2[NH:11][C:10]3[CH:9]=[C:8](I)[C:7]4[C:16](=[O:20])[NH:17][C:18](=[O:19])[C:6]=4[C:5]=3[C:4]=2[CH:3]=1.[CH3:21][O:22][C:23]1[CH:28]=[CH:27][CH:26]=[C:25]([O:29][CH3:30])[C:24]=1B(O)O>>[CH3:21][O:22][C:23]1[CH:28]=[CH:27][CH:26]=[C:25]([O:29][CH3:30])[C:24]=1[C:8]1[C:7]2[C:16](=[O:20])[NH:17][C:18](=[O:19])[C:6]=2[C:5]2[C:4]3[CH:3]=[C:2]([OH:1])[CH:14]=[CH:13][C:12]=3[NH:11][C:10]=2[CH:9]=1. Reported procedure: The reaction of 9-hydroxy-4-iodopyrrolo[3,4-c]carbazole-1,3(2H,6H)-dione, prepared as in example 7, with 2,6-dimethoxybenzeneboronic acid according to the procedure described in example 8 gave 4-(2,6-dimethoxyphenyl)-9-hydroxypyrrolo[3,4-c]carbazole-1,3(2H,6H)-dione (19) (I, Ar=2,6-dimethoxyphenyl) in a 43% yield; mp 275–277° C. (dec). 1H NMR δ [(CD3)2SO] 11.62 (br s, 1H), 10.83 (br s, 1H), 9.21 (br s, 1H), 8.29 (d, J=2.4 Hz, 1H), 7.42 (s, 1H), 7.41 (d, J=8.4 Hz, 1H), 7.35 (t, J=8.4 Hz, 1H), 7.0... Reactants: COC(=O)C(CCCC1CCCCC1)C(C)=O, ClCCl, [K+], [OH-]. Product: CC(=O)C(CCCC1CCCCC1)C(=O)O. RXN SMILES: [C:1]([CH3:2])(=[O:3])[CH:4]([C:5](=[O:6])[O:7][CH3:8])[CH2:9][CH2:10][CH2:11][CH:12]1[CH2:13][CH2:14][CH2:15][CH2:16][CH2:17]1.[Cl:20][CH2:21][Cl:22].[K+:19].[OH-:18]>>[C:1]([CH3:2])(=[O:3])[CH:4]([C:5](=[O:6])[OH:7])[CH2:9][CH2:10][CH2:11][CH:12]1[CH2:13][CH2:14][CH2:15][CH2:16][CH2:17]1. Reactants: CCCc1nc(CC)c(Br)c(=O)n1Cc1ccc(-c2ccccc2C#N)cc1, O=C([O-])[O-], C1COCCO1, CC1(C)Cc2cc(B(O)O)ccc2O1, CCOC(C)=O, [Cs+], [Cs+]. Product: CCCc1nc(CC)c(-c2ccc3c(c2)CC(C)(C)O3)c(=O)n1Cc1ccc(-c2ccccc2C#N)cc1. As a reaction SMILES: [Br:15][c:16]1[c:17]([CH2:41][CH3:42])[n:18][c:19]([CH2:38][CH2:39][CH3:40])[n:20]([CH2:23][c:24]2[cH:25][cH:26][c:27](-[c:30]3[c:31]([C:36]#[N:37])[cH:32][cH:33][cH:34][cH:35]3)[cH:28][cH:29]2)[c:21]1=[O:22].[C:49](=[O:50])([O-:51])[O-:52].[CH2:43]1[O:44][CH2:45][CH2:46][O:47][CH2:48]1.[CH3:1][C:2]1([CH3:14])[O:3][c:4]2[c:5]([cH:7][c:8]([B:11]([OH:12])[OH:13])[cH:9][cH:10]2)[CH2:6]1.[CH3:55][CH2:56][O:57][C:58](=[O:59])[CH3:60].[Cs+:53].[Cs+:54]>>[CH3:1][C:2]1([CH3:14])[O:3][c:4]2[c:5]([cH:7][c:8](-[c:16]3[c:17]([CH2:41][CH3:42])[n:18][c:19]([CH2:38][CH2:39][CH3:40])[n:20]([CH2:23][c:24]4[cH:25][cH:26][c:27](-[c:30]5[c:31]([C:36]#[N:37])[cH:32][cH:33][cH:34][cH:35]5)[cH:28][cH:29]4)[c:21]3=[O:22])[cH:9][cH:10]2)[CH2:6]1. Starting materials: CP(C)C (Trimethylphosphine), solution, C(=C)C(C1=CC=CC=C1)Br (vinylbenzyl bromide), O1CCCC1 (tetrahydrofuran), product. Solvent: C(C)OCC (diethyl ether). Run at time 4 hour. Yields the product [Br-].C(=C)C[P+](C)(C)CC1=CC=CC=C1 (Vinylbenzyl trimethylphosphonium bromide). The yield is 82.2%. RXN SMILES: [CH3:1][P:2]([CH3:4])[CH3:3].C([CH:7]([Br:14])[C:8]1[CH:13]=[CH:12][CH:11]=[CH:10][CH:9]=1)=C.O1CC[CH2:17][CH2:16]1>C(OCC)C>[Br-:14].[CH:16]([CH2:1][P+:2]([CH2:7][C:8]1[CH:13]=[CH:12][CH:11]=[CH:10][CH:9]=1)([CH3:4])[CH3:3])=[CH2:17] |f:4.5|. Reported procedure: Trimethylphosphine (50.0 ml of a 1.0 molar solution in tetrahydrofuran, 5.00×10−2 mol) was added via addition funnel over about 2 minutes into a thoroughly nitrogen degassed dispersion of vinylbenzyl bromide (9.85 g, 5.00×10−2 mol) in diethyl ether (100 ml). A solid precipitate began to form almost immediately. The reaction was allowed to stir for 4 hours at room temperature, then was placed in a freezer overnight. The solid product was isolated by filtration, washed three times with 100 ml of d...